The task is: describe an organic reaction: reactants, conditions, products, and yield. This data is from the Open Reaction Database (ORD), a public repository of structured organic reaction records. Starting materials: C1(O)=CC=C(O)C=C1 (hydroquinone), CC=1C(=C(O)C=CC1O)C (dimethylhydroquinone), CC=1C(=C(C(=C(O)C1)C)C)O (trimethylhydroquinone), C1(O)=CC=C(O)C=C1 (hydroquinone), CC1=C(O)C=CC(=C1)O (monomethylhydroquinone). Reagents/catalysts: [O-2].[O-2].[Mn+4] (manganese dioxide). Solvent: CO (methanol). Run at time 8 hour. The product is CC1=C(C(=C(C(=C1O)C)C)O)C (tetramethylhydroquinone). As a reaction SMILES: [C:1]1(C=CC(O)=CC=1)O.CC1C=C(O)C=CC=1O.CC1C(C)=C(C=CC=1O)O.[CH3:28][C:29]1[C:30]([OH:38])=[C:31]([CH3:37])[C:32]([CH3:36])=[C:33]([CH:35]=1)[OH:34]>[O-2].[O-2].[Mn+4].CO>[CH3:28][C:29]1[C:30]([OH:38])=[C:31]([CH3:37])[C:32]([CH3:36])=[C:33]([OH:34])[C:35]=1[CH3:1] |f:4.5.6|. Procedure: Into an autoclave (inner volume: 9 ml, made of SUS 316, equipped with a manometer) were charged 0.105 g of hydroquinone (manufactured by Wako Pure Chemical Ind., Ltd.), 3.602 g of methanol and 1.3 mg of manganese dioxide (manufactured by High Purity Chemicals Co.). The reaction was started by elevating the temperature up to 350° C. with sand bath. The pressure during the reaction was 15 MPa. After 8 hours, the autoclave was quickly cooled and the reaction solution was taken out from the autoclav... Reaction SMILES: [O:1]1[C:5]2[CH:6]=[CH:7][C:8]([S:10]([NH:13][C:14]3[CH:15]=[C:16]([CH:20]=[C:21]([O:33][CH2:34][CH2:35][OH:36])[C:22]=3[O:23][C:24]3[CH:29]=[C:28]([O:30][CH3:31])[CH:27]=[CH:26][C:25]=3[Cl:32])[C:17](O)=[O:18])(=[O:12])=[O:11])=[CH:9][C:4]=2[O:3][CH2:2]1.[NH2:37][C:38]1[CH:43]=[CH:42][CH:41]=[CH:40][CH:39]=1>>[O:1]1[C:5]2[CH:6]=[CH:7][C:8]([S:10]([NH:13][C:14]3[CH:15]=[C:16]([CH:20]=[C:21]([O:33][CH2:34][CH2:35][OH:36])[C:22]=3[O:23][C:24]3[CH:29]=[C:28]([O:30][CH3:31])[CH:27]=[CH:26][C:25]=3[Cl:32])[C:17]([NH:37][C:38]3[CH:43]=[CH:42][CH:41]=[CH:40][CH:39]=3)=[O:18])(=[O:11])=[O:12])=[CH:9][C:4]=2[O:3][CH2:2]1. Reactants: O1COC2=C1C=CC(=C2)S(=O)(=O)NC=2C=C(C(=O)O)C=C(C2OC2=C(C=CC(=C2)OC)Cl)OCCO (3-(benzo[1,3]-dioxol-5-sulphonylamino)-4-(2-chloro-5-methoxy-phenoxy)-5-(2-hydroxy-ethoxy)-benzoic acid), NC1=CC=CC=C1 (aniline). The product is O1COC2=C1C=CC(=C2)S(=O)(=O)NC=2C=C(C(=O)NC1=CC=CC=C1)C=C(C2OC2=C(C=CC(=C2)OC)Cl)OCCO (3-(benzo[1,3]dioxol-5-sulphonylamino)-4-(2-chloro-5-methoxy-phenoxy)-5-(2-hydroxy-ethoxy)-N-phenyl-benzamide). Procedure details: Analogously to Example 74, by condensing 3-(benzo[1,3]-dioxol-5-sulphonylamino)-4-(2-chloro-5-methoxy-phenoxy)-5-(2-hydroxy-ethoxy)-benzoic acid with aniline there was obtained 3-(benzo[1,3]dioxol-5-sulphonylamino)-4-(2-chloro-5-methoxy-phenoxy)-5-(2-hydroxy-ethoxy)-N-phenyl-benzamide. The reactants are C(#N)C1=CC=C(OCC2=CC=CC=C2)C=C1 (4-cyanophenoxy phenyl methane), OO (hydrogen peroxide), [OH-].[Na+] (NaOH). The solvent is C(C)O (ethanol). Product: NC(=O)C1=CC=C(OCC2=CC=CC=C2)C=C1 (4-Aminocarbonylphenoxy-phenyl methane). RXN SMILES: [C:1]([C:3]1[CH:16]=[CH:15][C:6]([O:7][CH2:8][C:9]2[CH:14]=[CH:13][CH:12]=[CH:11][CH:10]=2)=[CH:5][CH:4]=1)#[N:2].[OH:17]O.[OH-].[Na+]>C(O)C>[NH2:2][C:1]([C:3]1[CH:16]=[CH:15][C:6]([O:7][CH2:8][C:9]2[CH:14]=[CH:13][CH:12]=[CH:11][CH:10]=2)=[CH:5][CH:4]=1)=[O:17] |f:2.3|. Reported procedure: A mixture of 4-cyanophenoxy phenyl methane (10.45g.; 0.05 mole), 30% hydrogen peroxide (20ml) and 6N NaOH (20ml) and ethanol (30ml) was maintained at 40°-50° for 3 hrs., cooled and neutralised. The product was filtered off and recrystallised from ethanol M.p. 186°-7°. Starting materials: FC(C=1C=C(C=C(C1)C(F)(F)F)[C@@H]1[C@@H](N(C(O1)=O)CC1=C(C=CC(=C1)OC(F)(F)F)NC[C@@H]1CC[C@H](CC1)CC(=O)OCC)C)(F)F (ethyl [trans-4-({[2-({(4S,5R)-5-[3,5-bis(trifluoromethyl)phenyl]-4-methyl-2-oxo-1,3-oxazolidin-3-yl}methyl)-4-(trifluoromethoxy)phenyl]amino}methyl)cyclohexyl]acetate), ClC(=O)OC (methyl chloroformate), C(C)(C)N(CC)C(C)C (diisopropylethylamine). Solvent: CCOC(=O)C (EtOAc), C(Cl)Cl (CH2Cl2). Reaction conditions: temperature 40 celsius, time 24 hour. The product is FC(C=1C=C(C=C(C1)C(F)(F)F)[C@@H]1[C@@H](N(C(O1)=O)CC1=C(C=CC(=C1)OC(F)(F)F)N(C(=O)OC)C[C@@H]1CC[C@H](CC1)CC(=O)OCC)C)(F)F (ethyl (trans-4-{[[2-({(4S,5R)-5-[3,5-bis(trifluoromethyl)phenyl]-4-methyl-2-oxo-1,3-oxazolidin-3-yl}methyl)-4-(trifluoromethoxy)phenyl](methoxycarbonyl)amino]methyl}cyclohexyl)acetate). RXN SMILES: [F:1][C:2]([F:47])([F:46])[C:3]1[CH:4]=[C:5]([C@H:13]2[O:17][C:16](=[O:18])[N:15]([CH2:19][C:20]3[CH:25]=[C:24]([O:26][C:27]([F:30])([F:29])[F:28])[CH:23]=[CH:22][C:21]=3[NH:31][CH2:32][C@H:33]3[CH2:38][CH2:37][C@H:36]([CH2:39][C:40]([O:42][CH2:43][CH3:44])=[O:41])[CH2:35][CH2:34]3)[C@H:14]2[CH3:45])[CH:6]=[C:7]([C:9]([F:12])([F:11])[F:10])[CH:8]=1.Cl[C:49]([O:51][CH3:52])=[O:50].C(N(C(C)C)CC)(C)C>C(Cl)Cl.CCOC(C)=O>[F:12][C:9]([F:11])([F:10])[C:7]1[CH:6]=[C:5]([C@H:13]2[O:17][C:16](=[O:18])[N:15]([CH2:19][C:20]3[CH:25]=[C:24]([O:26][C:27]([F:29])([F:30])[F:28])[CH:23]=[CH:22][C:21]=3[N:31]([CH2:32][C@H:33]3[CH2:38][CH2:37][C@H:36]([CH2:39][C:40]([O:42][CH2:43][CH3:44])=[O:41])[CH2:35][CH2:34]3)[C:49]([O:51][CH3:52])=[O:50])[C@H:14]2[CH3:45])[CH:4]=[C:3]([C:2]([F:1])([F:46])[F:47])[CH:8]=1. Procedure details: To a stirred solution of ethyl [trans-4-({[2-({(4S,5R)-5-[3,5-bis(trifluoromethyl)phenyl]-4-methyl-2-oxo-1,3-oxazolidin-3-yl}methyl)-4-(trifluoromethoxy)phenyl]amino}methyl)cyclohexyl]acetate (Step A; 50 mg; 0.73 mmol) in CH2Cl2 (3 mL) was added methyl chloroformate (50 μL) followed by diisopropylethylamine (102 μL; 0.585 mmol). The reaction stirred at 40° C. for 24 h. The reaction was diluted with EtOAc (25 mL) and washed successively with sat. NaHCO3, brine, 1N HCl and brine (15 mL each), drie... Starting materials: CC(C)Oc1ccc(-c2ncc(-c3cccc4c3CCC4NCCO[Si](C)(C)C(C)(C)C)s2)cc1C#N, Cl. Product: CC(C)Oc1ccc(-c2ncc(-c3cccc4c3CCC4NCCO)s2)cc1C#N. Reaction SMILES: [C:1]([Si:2]([CH3:3])([CH3:4])[O:6][CH2:7][CH2:8][NH:9][CH:10]1[CH2:11][CH2:12][c:13]2[c:14](-[c:19]3[cH:20][n:21][c:22](-[c:24]4[cH:25][cH:26][c:27]([O:32][CH:33]([CH3:34])[CH3:35])[c:28]([C:29]#[N:30])[cH:31]4)[s:23]3)[cH:15][cH:16][cH:17][c:18]21)([CH3:5])([CH3:36])[CH3:37].[ClH:38]>>[OH:6][CH2:7][CH2:8][NH:9][CH:10]1[CH2:11][CH2:12][c:13]2[c:14](-[c:19]3[cH:20][n:21][c:22](-[c:24]4[cH:25][cH:26][c:27]([O:32][CH:33]([CH3:34])[CH3:35])[c:28]([C:29]#[N:30])[cH:31]4)[s:23]3)[cH:15][cH:16][cH:17][c:18]21. Product: COc1ccc(-c2coc3cc(OC(C)C)ccc3c2=O)cc1. The reactants are CC(C)Br, COc1ccc(-c2coc3cc(O)ccc3c2=O)cc1, [K+], [K+], O=C([O-])[O-], CN(C)C=O, O. As a reaction SMILES: [Br:27][CH:28]([CH3:29])[CH3:30].[CH3:1][O:2][c:3]1[cH:4][cH:5][c:6](-[c:9]2[cH:10][o:11][c:12]3[cH:13][c:14]([OH:15])[cH:16][cH:17][c:18]3[c:19]2=[O:20])[cH:7][cH:8]1.[K+:21].[K+:22].[O-:23][C:24]([O-:25])=[O:26].[O:31]=[CH:32][N:33]([CH3:34])[CH3:35].[OH2:36]>>[CH3:1][O:2][c:3]1[cH:4][cH:5][c:6](-[c:9]2[cH:10][o:11][c:12]3[cH:13][c:14]([O:15][CH:28]([CH3:29])[CH3:30])[cH:16][cH:17][c:18]3[c:19]2=[O:20])[cH:7][cH:8]1. Starting materials: COc1cccc(N2CCNCC2)c1, COC(=O)C=Cc1ccncc1N=C=Nc1cccc(C(F)(F)F)c1. The product is COC(=O)CC1c2ccncc2N=C(N2CCN(c3cccc(OC)c3)CC2)N1c1cccc(C(F)(F)F)c1. RXN SMILES: [CH3:26][O:27][c:28]1[cH:29][c:30]([N:34]2[CH2:35][CH2:36][NH:37][CH2:38][CH2:39]2)[cH:31][cH:32][cH:33]1.[F:1][C:2]([c:3]1[cH:4][c:5]([N:9]=[C:10]=[N:11][c:12]2[cH:13][n:14][cH:15][cH:16][c:17]2[CH:18]=[CH:19][C:20](=[O:21])[O:22][CH3:23])[cH:6][cH:7][cH:8]1)([F:24])[F:25]>>[F:1][C:2]([c:3]1[cH:4][c:5]([N:9]2[C:10]([N:37]3[CH2:36][CH2:35][N:34]([c:30]4[cH:29][c:28]([O:27][CH3:26])[cH:33][cH:32][cH:31]4)[CH2:39][CH2:38]3)=[N:11][c:12]3[cH:13][n:14][cH:15][cH:16][c:17]3[CH:18]2[CH2:19][C:20](=[O:21])[O:22][CH3:23])[cH:6][cH:7][cH:8]1)([F:24])[F:25].